From a dataset of the Open Reaction Database (ORD), a public repository of structured organic reaction records. describe an organic reaction: reactants, conditions, products, and yield Starting materials: ClC1=CC(=C(C=C1)N=C=O)F (4-chloro-2-fluorophenyl isocyanate), N(=[N+]=[N-])[Si](C)(C)C (azidotrimethylsilane), C1(=CC=CC=C1)C (toluene). Run in O (water). Conditions: time 2 hour. Yields the product ClC1=CC(=C(C=C1)N1N=NNC1=O)F (1-(4-chloro-2-fluorophenyl)-1,4-dihydro-5H-tetrazol-5-one). Isolated yield 67.6%. Reaction SMILES: [Cl:1][C:2]1[CH:7]=[CH:6][C:5]([N:8]=[C:9]=[O:10])=[C:4]([F:11])[CH:3]=1.[N:12]([Si](C)(C)C)=[N+:13]=[N-:14].C1(C)C=CC=CC=1>O>[Cl:1][C:2]1[CH:7]=[CH:6][C:5]([N:8]2[C:9](=[O:10])[NH:14][N:13]=[N:12]2)=[C:4]([F:11])[CH:3]=1. Procedure: A stirred solution of 17.1 grams (0.10 mole) of 4-chloro-2-fluorophenyl isocyanate and 20.0 grams (0.17 mole) of azidotrimethylsilane was heated under reflux for 16 hours. The reaction mixture was cooled to ambient temperature and 60 ml of toluene and 100 ml of water were added. The mixture was allowed to stand for two hours and the resultant solid collected by filtration. The filter cake was washed with petroleum ether to yield 14.5 grams of 1-(4-chloro-2-fluorophenyl)-1,4-dihydro-5H-tetrazol-5...